Dataset: the Open Reaction Database (ORD), a public repository of structured organic reaction records. Task: describe an organic reaction: reactants, conditions, products, and yield Starting materials: ester, COC(C1=C(C=CC(=C1)C=1SC=C(N1)C1=CC(=C(C=C1)Cl)Cl)Br)=O (2-bromo-5-[4-(3,4-dichloro-phenyl)-thiazol-2-yl]-benzoic acid methyl ester), COC(C1=C(C=CC(=C1)C=1SC=C(N1)C1=CC(=C(C=C1)Cl)Cl)Br)=O (2-bromo-5-[4-(3,4-dichloro-phenyl)-thiazol-2-yl]-benzoic acid methyl ester), CC1=C(C=CC=C1)B(O)O (2-methylphenylboronic acid). Yields the product ClC=1C=C(C=CC1Cl)C=1N=C(SC1)C=1C=C(C(=CC1)C1=C(C=CC=C1)C)C(=O)O (4-[4-(3,4-dichloro-phenyl)-thiazol-2-yl]-2′-methyl-biphenyl-2-carboxylic acid). Yield: 71.5%. RXN SMILES: C[O:2][C:3](=[O:24])[C:4]1[CH:9]=[C:8]([C:10]2[S:11][CH:12]=[C:13]([C:15]3[CH:20]=[CH:19][C:18]([Cl:21])=[C:17]([Cl:22])[CH:16]=3)[N:14]=2)[CH:7]=[CH:6][C:5]=1Br.[CH3:25][C:26]1[CH:31]=[CH:30][CH:29]=[CH:28][C:27]=1B(O)O>>[Cl:22][C:17]1[CH:16]=[C:15]([C:13]2[N:14]=[C:10]([C:8]3[CH:9]=[C:4]([C:3]([OH:2])=[O:24])[C:5]([C:27]4[CH:28]=[CH:29][CH:30]=[CH:31][C:26]=4[CH3:25])=[CH:6][CH:7]=3)[S:11][CH:12]=2)[CH:20]=[CH:19][C:18]=1[Cl:21]. Procedure: Using the conditions of General Procedure B for Suzuki Coupling and Hydrolysis in Parallel Mode, 2-bromo-5-[4-(3,4-dichloro-phenyl)-thiazol-2-yl]-benzoic acid methyl ester (which may be prepared as described for Intermediate 6; 89 mg, 0.2 mmol) was reacted with 2-methylphenylboronic acid (available from Combi-Blocks Inc.; 54 mg, 0.4 mmol). The resulting ester was hydrolyzed and the acid was purified to give 4-[4-(3,4-dichloro-phenyl)-thiazol-2-yl]-2′-methyl-biphenyl-2-carboxylic acid (63 mg, 72%...